Dataset: the Open Reaction Database (ORD), a public repository of structured organic reaction records. Task: describe an organic reaction: reactants, conditions, products, and yield Reactants: CS(=O)C (Dimethyl sulfoxide), CC=1C=C(C(=NC1C)C1=NC=C(C=C1)C)O (5,6,5′-trimethyl-[2,2′]bipyridin-3-ol), ClC1=CC=NC2=CC(=CC=C12)C(F)(F)F (4-chloro-7-trifluoromethylquinoline), C([O-])([O-])=O.[Cs+].[Cs+] (cesium carbonate). The solvent is O (water). Reaction conditions: temperature 140 celsius, time 5 hour. Yields the product CC=1C=C(C(=NC1C)C1=NC=C(C=C1)C)OC1=CC=NC2=CC(=CC=C12)C(F)(F)F (5,6,5′-Trimethyl-3-(7-trifluoromethylquinolin-4-yloxy)-[2,2′]-bipyridine). Isolated yield 75.4%. As a reaction SMILES: CS(C)=O.[CH3:5][C:6]1[CH:7]=[C:8]([OH:20])[C:9]([C:13]2[CH:18]=[CH:17][C:16]([CH3:19])=[CH:15][N:14]=2)=[N:10][C:11]=1[CH3:12].Cl[C:22]1[C:31]2[C:26](=[CH:27][C:28]([C:32]([F:35])([F:34])[F:33])=[CH:29][CH:30]=2)[N:25]=[CH:24][CH:23]=1.C(=O)([O-])[O-].[Cs+].[Cs+]>O>[CH3:5][C:6]1[CH:7]=[C:8]([O:20][C:22]2[C:31]3[C:26](=[CH:27][C:28]([C:32]([F:35])([F:33])[F:34])=[CH:29][CH:30]=3)[N:25]=[CH:24][CH:23]=2)[C:9]([C:13]2[CH:18]=[CH:17][C:16]([CH3:19])=[CH:15][N:14]=2)=[N:10][C:11]=1[CH3:12] |f:3.4.5|. Reported procedure: Dimethyl sulfoxide (2 ml) was added to 5,6,5′-trimethyl-[2,2′]bipyridin-3-ol (50 mg), 4-chloro-7-trifluoromethylquinoline (162 mg), and cesium carbonate (228 mg), and the mixture was stirred at 140° C. for 5 hr. The reaction solution was cooled to room temperature, water was then added to the reaction solution, and the mixture was extracted with ethyl acetate. The ethyl acetate layer was washed with water and was dried over anhydrous sodium sulfate. The solvent was removed by distillation under ...